Dataset: the Open Reaction Database (ORD), a public repository of structured organic reaction records. Task: describe an organic reaction: reactants, conditions, products, and yield Starting materials: CC1(C)OC(=O)CC(=O)O1, CCN=C=NCCCN(C)C, CN(C)c1ccncc1, ClCCl, Cl, O=C(O)Cc1cc(F)c(F)cc1F. Product: CC1(C)OC(=O)C(C(=O)Cc2cc(F)c(F)cc2F)C(=O)O1. Reaction SMILES: [CH3:1][C:2]1([CH3:10])[O:3][C:4](=[O:9])[CH2:5][C:6](=[O:8])[O:7]1.[CH3:25][N:26]([CH3:27])[CH2:28][CH2:29][CH2:30][N:31]=[C:32]=[N:33][CH2:34][CH3:35].[CH3:39][N:40]([CH3:41])[c:42]1[cH:43][cH:44][n:45][cH:46][cH:47]1.[Cl:36][CH2:37][Cl:38].[ClH:24].[F:11][c:12]1[c:13]([CH2:20][C:21](=[O:22])[OH:23])[cH:14][c:15]([F:19])[c:16]([F:18])[cH:17]1>>[CH3:1][C:2]1([CH3:10])[O:3][C:4](=[O:9])[CH:5]([C:21]([CH2:20][c:13]2[c:12]([F:11])[cH:17][c:16]([F:18])[c:15]([F:19])[cH:14]2)=[O:22])[C:6](=[O:8])[O:7]1. Starting materials: [BH4-], COc1ccc(Br)cn1, [Li]CCCC, C1CCOC1, COc1ccc(C#N)cn1, CO, [Na+]. Yields the product COc1ccc(C(N)c2ccc(OC)nc2)cn1. Reaction SMILES: [BH4-:25].[Br:1][c:2]1[cH:3][cH:4][c:5]([O:8][CH3:9])[n:6][cH:7]1.[CH2:10]([Li:11])[CH2:12][CH2:13][CH3:14].[CH2:27]1[O:28][CH2:29][CH2:30][CH2:31]1.[CH3:15][O:16][c:17]1[cH:18][cH:19][c:20]([C:23]#[N:24])[cH:21][n:22]1.[CH3:32][OH:33].[Na+:26]>>[c:2]1([CH:23]([c:20]2[cH:19][cH:18][c:17]([O:16][CH3:15])[n:22][cH:21]2)[NH2:24])[cH:3][cH:4][c:5]([O:8][CH3:9])[n:6][cH:7]1. Starting materials: CC(=O)O, CC(=O)OC(C)=O, CCCN1C(=O)OC2(CCN(CC=C(c3ccccc3)c3ccccc3)CC2)C1(C)O. The product is C=C1N(CCC)C(=O)OC12CCN(CC=C(c1ccccc1)c1ccccc1)CC2. As a reaction SMILES: [CH3:32][C:33](=[O:34])[OH:35].[CH3:36][C:37]([O:38][C:39](=[O:40])[CH3:41])=[O:42].[c:1]1([C:7](=[CH:8][CH2:9][N:10]2[CH2:11][CH2:12][C:13]3([C:14]([CH3:22])([OH:23])[N:15]([CH2:19][CH2:20][CH3:21])[C:16](=[O:18])[O:17]3)[CH2:24][CH2:25]2)[c:26]2[cH:27][cH:28][cH:29][cH:30][cH:31]2)[cH:2][cH:3][cH:4][cH:5][cH:6]1>>[c:1]1([C:7](=[CH:8][CH2:9][N:10]2[CH2:11][CH2:12][C:13]3([C:14](=[CH2:22])[N:15]([CH2:19][CH2:20][CH3:21])[C:16](=[O:18])[O:17]3)[CH2:24][CH2:25]2)[c:26]2[cH:27][cH:28][cH:29][cH:30][cH:31]2)[cH:2][cH:3][cH:4][cH:5][cH:6]1. Reactants: ester, CCOC(=O)C (EtOAc), BrC=1C=C(C=2C(=NON2)C1)N1CC(C1)C(=O)O (1-(6-bromobenzo[c][1,2,5]oxadiazol-4-yl)azetidine-3-carboxylic acid), C[Mg+].[Br-] (MeMgBr). The reagents and catalysts are OS(=O)(=O)O (H2SO4). The solvent is C1CCOC1 (THF), CO (MeOH). Conditions: temperature 0 celsius, time 30 minute. Yields the product BrC=1C=C(C=2C(=NON2)C1)N1CC(C1)C(C)(C)O (2-(1-(6-bromobenzo[c][1,2,5]oxadiazol-4-yl)azetidin-3-yl)propan-2-ol). Isolated yield 73.0%. Reaction SMILES: [Br:1][C:2]1[CH:3]=[C:4]([N:11]2[CH2:14][CH:13](C(O)=O)[CH2:12]2)[C:5]2[C:6]([CH:10]=1)=[N:7][O:8][N:9]=2.[CH3:18][Mg+].[Br-].CCO[C:24]([CH3:26])=[O:25]>CO.OS(O)(=O)=O.C1COCC1>[Br:1][C:2]1[CH:3]=[C:4]([N:11]2[CH2:14][CH:13]([C:24]([OH:25])([CH3:26])[CH3:18])[CH2:12]2)[C:5]2[C:6]([CH:10]=1)=[N:7][O:8][N:9]=2 |f:1.2|. Procedure details: 1-(6-bromobenzo[c][1,2,5]oxadiazol-4-yl)azetidine-3-carboxylic acid (≈600 mg, 2 mmol) was dissolved in MeOH (100 mL) and H2SO4 (2 drops) were added. A reflux condenser was fitted and the reaction gently refluxed for 24 h. At this time the reaction was diluted with EtOAc (200 mL) and extracted with water (3×100 mL). The crude material was fused to SiO2 and purified by flash column chromatography (DCM) to give essentially a quantitative yield (2.08 mmol). The ester (650 mg, 2.08 mmol) was dissolve... The reactants are BrC1=NC(=CC(=C1)S(=O)(=O)C1=CC=C(C=C1)N)N1CCCC1 (4-(2-bromo-6-pyrrolidine-1-yl-pyridine-4-sulfonyl)-phenylamine), [N+](=O)([O-])C=1C=C(C=CC1)B(O)O (3-nitrophenylboronic acid). The reagents and catalysts are C1=CC=C(C=C1)P(C2=CC=CC=C2)C3=CC=CC=C3.C1=CC=C(C=C1)P(C2=CC=CC=C2)C3=CC=CC=C3.Cl[Pd]Cl (bis(triphenylphosphine)-palladium(II)-chloride). The solvent is C([O-])([O-])=O.[K+].[K+] (potassium carbonate), C1(=CC=CC=C1)C (toluene). Yields the product [N+](=O)([O-])C=1C=C(C=CC1)C1=NC(=CC(=C1)S(=O)(=O)C1=CC=C(C=C1)N)N1CCCC1 (4-[2-(3-nitro-phenyl)-6-pyrrolidine-1-yl-pyridine-4-sulfonyl]-phenylamine). Isolated yield 48.1%. As a reaction SMILES: Br[C:2]1[CH:7]=[C:6]([S:8]([C:11]2[CH:16]=[CH:15][C:14]([NH2:17])=[CH:13][CH:12]=2)(=[O:10])=[O:9])[CH:5]=[C:4]([N:18]2[CH2:22][CH2:21][CH2:20][CH2:19]2)[N:3]=1.[N+:23]([C:26]1[CH:27]=[C:28](B(O)O)[CH:29]=[CH:30][CH:31]=1)([O-:25])=[O:24]>C1(C)C=CC=CC=1.C(=O)([O-])[O-].[K+].[K+].C1C=CC(P(C2C=CC=CC=2)C2C=CC=CC=2)=CC=1.C1C=CC(P(C2C=CC=CC=2)C2C=CC=CC=2)=CC=1.Cl[Pd]Cl>[N+:23]([C:26]1[CH:31]=[C:30]([C:2]2[CH:7]=[C:6]([S:8]([C:11]3[CH:16]=[CH:15][C:14]([NH2:17])=[CH:13][CH:12]=3)(=[O:10])=[O:9])[CH:5]=[C:4]([N:18]3[CH2:22][CH2:21][CH2:20][CH2:19]3)[N:3]=2)[CH:29]=[CH:28][CH:27]=1)([O-:25])=[O:24] |f:3.4.5,6.7.8|. Reported procedure: A mixture of 191 mg (0.5 mmole) 4-(2-bromo-6-pyrrolidine-1-yl-pyridine-4-sulfonyl)-phenylamine, 92 mg (0.55 mmole) 3-nitrophenylboronic acid, 18 mg bis(triphenylphosphine)-palladium(II)-chloride is refluxed for 2.5 hours in 7 ml toluene and 2 ml 2N aqueous potassium carbonate. The solvents are removed in vacuo. Flash chromatography (silicagel, ethyl acetate/hexane 1/1) of the residue yields 102 mg (48%) pure 4-[2-(3-nitro-phenyl)-6-pyrrolidine-1-yl-pyridine-4-sulfonyl]-phenylamine as a yellow so... Starting materials: CC1(CCC(C=2C=CC(=CC12)C#CC1=CC=C(C(=O)OCC)C=C1)=O)C (ethyl 4-[(5,6,7,8-tetrahydro-8,8-dimethyl-5-oxonaphth-2-yl)ethynyl]benzoate), CC1(CCC(C=2C=CC(=CC12)C#CC1=CC=C(C(=O)OCC)C=C1)=O)C (ethyl 4-[(5,6,7,8-tetrahydro-8,8-dimethyl-5-oxonaphth-2-yl)ethynyl]benzoate), C(#C)C1=CC=C2C(CCC(C2=C1)=O)(C)C (7-ethynyl-3,4-dihydro-4,4-dimethylnaphthalen-1(2H)-one), C(#C)C1=CC=C2C(CCC(C2=C1)=O)(C)C (7-ethynyl-3,4-dihydro-4,4-dimethylnaphthalen-1(2H)-one). Yields the product CC1(CCC(C=2C=C(C=CC12)C#CC1=CC=C(C(=O)OCC)C=C1)=O)C (Ethyl 4-[(5,6,7,8-tetrahydro-8,8-dimethyl-5-oxonaphth-3-yl)ethynyl]benzoate). RXN SMILES: CC1(C)C2C=C(C#C[C:14]3[CH:24]=[CH:23][C:17]([C:18]([O:20][CH2:21][CH3:22])=[O:19])=[CH:16][CH:15]=3)C=CC=2C(=O)CC1.[C:27]([C:29]1[CH:38]=[C:37]2[C:32]([C:33]([CH3:41])([CH3:40])[CH2:34][CH2:35][C:36]2=[O:39])=[CH:31][CH:30]=1)#[CH:28]>>[CH3:40][C:33]1([CH3:41])[C:32]2[CH:31]=[CH:30][C:29]([C:27]#[C:28][C:14]3[CH:24]=[CH:23][C:17]([C:18]([O:20][CH2:21][CH3:22])=[O:19])=[CH:16][CH:15]=3)=[CH:38][C:37]=2[C:36](=[O:39])[CH2:35][CH2:34]1. Reported procedure: Employing the same general procedure as for the preparation of ethyl 4-[(5,6,7,8-tetrahydro-8,8-dimethyl-5-oxonaphth-2-yl)ethynyl]benzoate (Compound 1), 4 g (21.7 mmol) of 7-ethynyl-3,4-dihydro-4,4-dimethylnaphthalen-1(2H)-one (Compound L) was converted into the title compound using 6 g (21.7 mmol) of ethyl 4-iodobenzoate, 5 g (7.2 mmol) of bis(triphenylphosphine)palladium(II) chloride and 1.4 g (7.2 mmol) of cuprous iodide. The reactants are ClC1=C(C=CC=C1)C=1C2=C(NC(CN1)=O)SC(=C2)CCC2=CC=C(C=C2)OC (5-(2-chlorophenyl)-7-[2-(4-methoxyphenyl)ethyl]-1,3-dihydro-2H-thieno[2,3-e]-1,4-diazepin-2-one), COC=1C=CC(=CC1)P2(=S)SP(=S)(S2)C=3C=CC(=CC3)OC (Lawesson reagent). The solvent is C1(=CC=CC=C1)C (toluene). The product is ClC1=C(C=CC=C1)C=1C2=C(NC(CN1)=S)SC(=C2)CCC2=CC=C(C=C2)OC (5-(2-chlorophenyl)-7-[2-(4-methoxyphenyl)ethyl]-1,3-dihydro-2H-thieno[2,3-e]-1,4-diazepine-2-thione). The yield is 132.6%. As a reaction SMILES: [Cl:1][C:2]1[CH:7]=[CH:6][CH:5]=[CH:4][C:3]=1[C:8]1[C:9]2[CH:18]=[C:17]([CH2:19][CH2:20][C:21]3[CH:26]=[CH:25][C:24]([O:27][CH3:28])=[CH:23][CH:22]=3)[S:16][C:10]=2[NH:11][C:12](=O)[CH2:13][N:14]=1.COC1C=CC(P2(SP(C3C=CC(OC)=CC=3)(=S)S2)=[S:38])=CC=1>C1(C)C=CC=CC=1>[Cl:1][C:2]1[CH:7]=[CH:6][CH:5]=[CH:4][C:3]=1[C:8]1[C:9]2[CH:18]=[C:17]([CH2:19][CH2:20][C:21]3[CH:26]=[CH:25][C:24]([O:27][CH3:28])=[CH:23][CH:22]=3)[S:16][C:10]=2[NH:11][C:12](=[S:38])[CH2:13][N:14]=1. Procedure: A suspension of 7 g of 5-(2-chlorophenyl)-7-[2-(4-methoxyphenyl)ethyl]-1,3-dihydro-2H-thieno[2,3-e]-1,4-diazepin-2-one, melting at 196°-198° C. and 5 g of Lawesson reagent in 100 ml of toluene is stirred at 45°-48° C. for an hour. The resultant solution is concentrated under reduced pressure, and the residue is subjected to chromatography on silica gel and then eluted with chloroform-methanol (100:1 to 100:2). The objective fraction is concentrated under reduced pressure to give 7 g of 5-(2-chlo...